From a dataset of the Open Reaction Database (ORD), a public repository of structured organic reaction records. describe an organic reaction: reactants, conditions, products, and yield Reactants: ClC1=CC2=C(N(C(=N2)CN2N=C(C=3C2=CN=CC3)S(=O)(=O)C)[C@@H]3C[C@H](C3)C(=O)OCC)C=C1 (ethyl trans-3-(5-chloro-2-{[3-(methylsulfonyl)-1H-pyrazolo[3,4-c]pyridin-1-yl]methyl}-1H-benzimidazol-1-yl)cyclobutanecarboxylate), [BH4-].[Na+] (NaBH4). Solvent: CCO (EtOH). Conditions: temperature 60 celsius. Product: ClC1=CC2=C(N(C(=N2)CN2N=C(C=3C2=CN=CC3)S(=O)(=O)C)[C@@H]3C[C@H](C3)CO)C=C1 ([trans-3-(5-chloro-2-{[3-(methylsulfonyl)-1H-pyrazolo[3,4-c]pyridin-1-yl]methyl}-1H-benzimidazol-1-yl)cyclobutyl]methanol). Yield: 21.2%. RXN SMILES: [Cl:1][C:2]1[CH:33]=[CH:32][C:5]2[N:6]([C@H:23]3[CH2:26][C@H:25]([C:27](OCC)=[O:28])[CH2:24]3)[C:7]([CH2:9][N:10]3[C:14]4=[CH:15][N:16]=[CH:17][CH:18]=[C:13]4[C:12]([S:19]([CH3:22])(=[O:21])=[O:20])=[N:11]3)=[N:8][C:4]=2[CH:3]=1.[BH4-].[Na+]>CCO>[Cl:1][C:2]1[CH:33]=[CH:32][C:5]2[N:6]([C@H:23]3[CH2:24][C@H:25]([CH2:27][OH:28])[CH2:26]3)[C:7]([CH2:9][N:10]3[C:14]4=[CH:15][N:16]=[CH:17][CH:18]=[C:13]4[C:12]([S:19]([CH3:22])(=[O:21])=[O:20])=[N:11]3)=[N:8][C:4]=2[CH:3]=1 |f:1.2|. Procedure details: To a solution of ethyl trans-3-(5-chloro-2-{[3-(methylsulfonyl)-1H-pyrazolo[3,4-c]pyridin-1-yl]methyl}-1H-benzimidazol-1-yl)cyclobutanecarboxylate (80 mg, 0.16 mmol) in EtOH was added NaBH4 (80 mg, 2.1 mmol) in portions at RT. The mixture was then heated at 60° C. for 1 hour. The reaction was completed as indicated by LC/MS. The mixture was quenched with 1N HCl to pH7. After the solvent was removed by concentration, the residue was purified by preparative-HPLC to afford 15.1 mg of [trans-3-(5-ch...